This data is from the Open Reaction Database (ORD), a public repository of structured organic reaction records. The task is: describe an organic reaction: reactants, conditions, products, and yield Yields the product OCCCCNC(=O)C1=NC=CC(=C1)C(=O)OCC (Ethyl 2-[(4-hydroxybutyl)carbamoyl]pyridine-4-carboxylate). RXN SMILES: [CH:1]([C:3]1[CH:8]=[C:7]([C:9]([O:11][CH2:12][CH3:13])=[O:10])[CH:6]=[CH:5][N:4]=1)=[O:2].[NH2:14][CH2:15][CH2:16][CH2:17][CH2:18][OH:19]>>[OH:19][CH2:18][CH2:17][CH2:16][CH2:15][NH:14][C:1]([C:3]1[CH:8]=[C:7]([C:9]([O:11][CH2:12][CH3:13])=[O:10])[CH:6]=[CH:5][N:4]=1)=[O:2]. Reactants: C(=O)C1=NC=CC(=C1)C(=O)OCC (ethyl 2-formylpyridine-4-carboxylate), NCCCCO (4-aminobutan-1-ol). Procedure: By General Procedure A from ethyl 2-formylpyridine-4-carboxylate and 4-aminobutan-1-ol. Purification by column chromatography (5% MeOH/DCM) gave the target compound as greenish oil. 1H-NMR (300 MHz, CDCl3): δ 8.60 (d, 1H), 7.80 (s, 1H), 7.70 (d, 1H), 4.40 (q, 2H), 4.05 (s, 1H), 3.60 (m, 2H), 2.80 (m, 2H), 1.70 (m, 4H), 1.40 (t, 3H) ppm. Starting materials: FC=1C(=C(C=CC1)C1=C(C=NC=C1)NC)C ([4-(3-fluoro-2-methyl-phenyl)-pyridin-3-yl]-methyl-amine), CS(=O)(=O)C=1C=C(C(=O)O)C=C(C1)C(F)(F)F (3-(methylsulfonyl)-5-(trifluoromethyl)benzoic acid). Product: FC=1C(=C(C=CC1)C1=C(C=NC=C1)N(C(C1=CC(=CC(=C1)C(F)(F)F)S(=O)(=O)C)=O)C)C (N-[4-(3-Fluoro-2-methyl-phenyl)-pyridin-3-yl]-3-methanesulfonyl-N-methyl-5-trifluoromethyl-benzamide). As a reaction SMILES: [F:1][C:2]1[C:3]([CH3:16])=[C:4]([C:8]2[CH:13]=[CH:12][N:11]=[CH:10][C:9]=2[NH:14][CH3:15])[CH:5]=[CH:6][CH:7]=1.[CH3:17][S:18]([C:21]1[CH:22]=[C:23]([CH:27]=[C:28]([C:30]([F:33])([F:32])[F:31])[CH:29]=1)[C:24]([OH:26])=O)(=[O:20])=[O:19]>>[F:1][C:2]1[C:3]([CH3:16])=[C:4]([C:8]2[CH:13]=[CH:12][N:11]=[CH:10][C:9]=2[N:14]([CH3:15])[C:24](=[O:26])[C:23]2[CH:27]=[C:28]([C:30]([F:33])([F:32])[F:31])[CH:29]=[C:21]([S:18]([CH3:17])(=[O:19])=[O:20])[CH:22]=2)[CH:5]=[CH:6][CH:7]=1. Procedure details: The title compound was prepared in analogy to example 90, from [4-(3-fluoro-2-methyl-phenyl)-pyridin-3-yl]-methyl-amine and 3-(methylsulfonyl)-5-(trifluoromethyl)benzoic acid (example 114, intermediate a) after a reaction time of 23 hours at room temperature. The compound was purified by silica gel chromatography on a 20 g column using an MPLC (Flashmaster) system eluting with a gradient of n-heptane:EtOAc (100:0 to 0:100). The Product was purified by preparative HPLC (Gemini NX column) with a g...